This data is from the Open Reaction Database (ORD), a public repository of structured organic reaction records. The task is: describe an organic reaction: reactants, conditions, products, and yield Starting materials: BrC=1C(=CC(=C(C(=O)O)C1)C)OC (5-bromo-4-methoxy-2-methylbenzoic acid), C1(=CC=CC=C1)OCC (phenetole). Product: BrC1=CC(=C(C=C1OC)C)CC1=CC=C(C=C1)OCC (1-bromo-3-(4-ethoxybenzyl)-6-methoxy-4-methylbenzene). RXN SMILES: [Br:1][C:2]1[C:3]([O:12][CH3:13])=[CH:4][C:5]([CH3:11])=[C:6]([CH:10]=1)[C:7](O)=O.[C:14]1([O:20][CH2:21][CH3:22])[CH:19]=[CH:18][CH:17]=[CH:16][CH:15]=1>>[Br:1][C:2]1[C:3]([O:12][CH3:13])=[CH:4][C:5]([CH3:11])=[C:6]([CH2:7][C:17]2[CH:18]=[CH:19][C:14]([O:20][CH2:21][CH3:22])=[CH:15][CH:16]=2)[CH:10]=1. Procedure: Then, the title compound (5.80 g) was synthesized from 5-bromo-4-methoxy-2-methylbenzoic acid (4.93 g, 0.0201 mol) and phenetole by a similar method as in Preparation Example 14. Starting materials: C[C@H]([C@H]1[C@@H](O1)C[C@H]2CO[C@H]([C@@H]([C@@H]2O)O)C/C(=C/C(=O)OCCCCCCCCC(=O)O)/C)[C@H](C)O (Pseudomonic acid A), [Se-]C#N.[K+] (potassium selenocyanate), C(C)(C)(CC)O.O (tert-amyl alcohol water), C([O-])(O)=O.[K+] (potassium bicarbonate), C1(=CC=C(C=C1)S(=O)(=O)O)C (p-toluene sulphonic acid). Run in COC(C)(C)OC (2,2-dimethoxypropane), C(C)(=O)OCC (ethyl acetate). Conditions: time 1 hour. Yields the product C[C@H](/C=C/C[C@H]1CO[C@H]([C@@H]([C@@H]1O)O)C/C(=C/C(=O)OCCCCCCCCC(=O)O)/C)[C@H](C)O (pseudomonic acid C). Yield: 57.8%. As a reaction SMILES: [CH3:1][C@@H:2]([C@@H:33]([OH:35])[CH3:34])[C@@H:3]1O[C@H:4]1[CH2:6][C@@H:7]1[C@@H:12]([OH:13])[C@@H:11]([OH:14])[C@H:10]([CH2:15]/[C:16](/[CH3:32])=[CH:17]/[C:18]([O:20][CH2:21][CH2:22][CH2:23][CH2:24][CH2:25][CH2:26][CH2:27][CH2:28][C:29]([OH:31])=[O:30])=[O:19])[O:9][CH2:8]1.C1(C)C=CC(S(O)(=O)=O)=CC=1.C(=O)(O)[O-].[K+].[Se-]C#N.[K+].C(O)(CC)(C)C.O>COC(OC)(C)C.C(OCC)(=O)C>[CH3:1][C@@H:2]([C@@H:33]([OH:35])[CH3:34])/[CH:3]=[CH:4]/[CH2:6][C@@H:7]1[C@@H:12]([OH:13])[C@@H:11]([OH:14])[C@H:10]([CH2:15]/[C:16](/[CH3:32])=[CH:17]/[C:18]([O:20][CH2:21][CH2:22][CH2:23][CH2:24][CH2:25][CH2:26][CH2:27][CH2:28][C:29]([OH:31])=[O:30])=[O:19])[O:9][CH2:8]1 |f:2.3,4.5,6.7|. Procedure details: Pseudomonic acid A (500 mgs) was dissolved in 2,2-dimethoxypropane (20 ml) and ethyl acetate (20 ml) then p-toluene sulphonic acid (few crystals) added. The solution was stirred for 1 hour then washed with brine and dried (MgSO4). After evaporation of the solvent in vacuo, the residue was dissolved in watermethanol (1:1, 20 ml) and potassium bicarbonate (100 mgs, 1 eq) added. The solvents were removed in vacuo and potassium selenocyanate (432 mgs, 3 eq), tert-amyl alcohol-water (9:1, 15 ml) adde...